From a dataset of the Open Reaction Database (ORD), a public repository of structured organic reaction records. describe an organic reaction: reactants, conditions, products, and yield The reactants are material, [N+](=O)(O)[O-].O (HNO3 H2O), [Ag]Cl (silver chloride), [N+](=O)([O-])[O-].[Ag+] (AgNO3), final mixture, C(CCCCCCCCCCCCCCC)S(=O)[O-].[Na+] (sodium hexadecylsulfinate), [Ag].[Ag]=S (silver silver sulfide). Solvent: O (H2O), O (water). Yields the product C(CCCCCCCCCCCCCCC)S(=O)[O-].[Ag+] (Silver Hexadecylsulfinate). RXN SMILES: [CH2:1]([S:17]([O-:19])=[O:18])[CH2:2][CH2:3][CH2:4][CH2:5][CH2:6][CH2:7][CH2:8][CH2:9][CH2:10][CH2:11][CH2:12][CH2:13][CH2:14][CH2:15][CH3:16].[Na+].[Ag:21].[Ag]=S.[Ag]Cl.[N+]([O-])(O)=O.O.[N+]([O-])([O-])=O.[Ag+]>O>[CH2:1]([S:17]([O-:19])=[O:18])[CH2:2][CH2:3][CH2:4][CH2:5][CH2:6][CH2:7][CH2:8][CH2:9][CH2:10][CH2:11][CH2:12][CH2:13][CH2:14][CH2:15][CH3:16].[Ag+:21] |f:0.1,2.3,5.6,7.8,10.11|. Procedure details: Taking material from Example 1, eight grams of sodium hexadecylsulfinate (0.026 moles) was dissolved in 300 ml deionized water at 45° to 50° C. When measured at 45° C. the pH was 9.0 and the millivolt reading, using a silver/silver sulfide electrode and a silver chloride/4M KCl reference electrode, was -24. The pH was adjusted to 6.9 with 1:20 HNO3 /H2O. A solution of 7 ml 3N AgNO3 and 200 ml H2O was added with stirring to this mixture in four portions of 50 ml each, stirring 2 minutes after eac... Reactants: CC1=NC=C(N=C1N1CCN(CC1)CC1=CC=CC=C1)C (2,5-dimethyl-3-[4-(phenylmethyl)piperazin-1-yl]pyrazine), C(=O)[O-].[NH4+] (ammonium formate), C(=O)[O-].[NH4+] (ammonium formate). Reagents/catalysts: [Pd] (palladium), [Pd] (palladium). The solvent is CO (methanol). The product is CC1=NC=C(N=C1N1CCNCC1)C (2,5-dimethyl-3-piperazin-1-ylpyrazine), solid. Yield: 45.0%. As a reaction SMILES: [CH3:1][C:2]1[C:7]([N:8]2[CH2:13][CH2:12][N:11](CC3C=CC=CC=3)[CH2:10][CH2:9]2)=[N:6][C:5]([CH3:21])=[CH:4][N:3]=1.C([O-])=O.[NH4+]>CO.[Pd]>[CH3:1][C:2]1[C:7]([N:8]2[CH2:13][CH2:12][NH:11][CH2:10][CH2:9]2)=[N:6][C:5]([CH3:21])=[CH:4][N:3]=1 |f:1.2|. Procedure: To a solution of 2,5-dimethyl-3-[4-(phenylmethyl)piperazin-1-yl]pyrazine (Preparation 17, 1.14 g, 4.04 mmol) in methanol (80 ml) was added ammonium formate (1.27 g, 20.2 mmol) followed by palladium (10% w/w on carbon, 0.17 g) under a nitrogen atmosphere. The reaction mixture was heated under reflux, after 2.5 h, more ammonium formate (0.64 g, 10.1 mmol) and palladium (0.06 g) were added. The reaction mixture was filtered through Celite® washed with methanol and concentrated in vacuo. The crude p...